From a dataset of the Open Reaction Database (ORD), a public repository of structured organic reaction records. describe an organic reaction: reactants, conditions, products, and yield Starting materials: COC(CC1=C(N(C2=CC=C(C=C12)O)CC1=CC=C(C=C1)Cl)C)=O (1-[(4-Chlorophenyl)methyl]-5-hydroxy-2-methyl-1H-indole-3-acetic acid methyl ester), ClC1=CC=C(C=C1)CN1C(=C(C2=CC(=CC=C12)OC)CC(=O)O)C (1-[(4-chlorophenyl)methyl]-5-methoxy-2-methyl-1H-indole-3-acetic acid), B(Br)(Br)Br (BBr3). Run in C(Cl)Cl (CH2Cl2). The product is ClC1=CC=C(C=C1)CN1C(=C(C2=CC(=CC=C12)O)CC(=O)O)C (1-[(4-chlorophenyl)-methyl]-5-hydroxy-2-methyl-1H-indole-3-acetic acid). As a reaction SMILES: C[O:2][C:3](=[O:24])[CH2:4][C:5]1[C:13]2[C:8](=[CH:9][CH:10]=[C:11]([OH:14])[CH:12]=2)[N:7]([CH2:15][C:16]2[CH:21]=[CH:20][C:19]([Cl:22])=[CH:18][CH:17]=2)[C:6]=1[CH3:23].ClC1C=CC(CN2C3C(=CC(OC)=CC=3)C(CC(O)=O)=C2C)=CC=1.B(Br)(Br)Br>C(Cl)Cl>[Cl:22][C:19]1[CH:18]=[CH:17][C:16]([CH2:15][N:7]2[C:8]3[C:13](=[CH:12][C:11]([OH:14])=[CH:10][CH:9]=3)[C:5]([CH2:4][C:3]([OH:24])=[O:2])=[C:6]2[CH3:23])=[CH:21][CH:20]=1. Reported procedure: 1-[(4-Chlorophenyl)methyl]-5-hydroxy-2-methyl-1H-indole-3-acetic acid methyl ester. Using the methods in Example 63, Part C, 1.2 g (3.5 mmol) of 1-[(4-chlorophenyl)methyl]-5-methoxy-2-methyl-1H-indole-3-acetic acid was treated with 15 mL of 1M BBr3 in CH2Cl2 to give crude 1-[(4-chlorophenyl)-methyl]-5-hydroxy-2-methyl-1H-indole-3-acetic acid which was treated with sulfuric acid in MeOH to give 1.2 g of 1-[(4-chlorophenyl)methyl]-5-hydroxy-2-methyl-1H-indole-3-acetic acid methyl ester. Starting materials: CCN(CC)CCOc1ccc(O)c(C(=O)Nc2cc(-c3ccccc3)ccc2C(=O)O)c1, CS(=O)(=O)O, CCO. The product is CCN(CC)CCOc1ccc(O)c(C(=O)Nc2cc(-c3ccccc3)ccc2C(=O)O)c1, CS(=O)(=O)O. Reaction SMILES: [CH2:6]([CH3:7])[N:8]([CH2:9][CH2:10][O:11][c:12]1[cH:13][cH:14][c:15]([OH:36])[c:16]([C:17](=[O:18])[NH:19][c:20]2[c:21]([C:22](=[O:23])[OH:24])[cH:25][cH:26][c:27](-[c:29]3[cH:30][cH:31][cH:32][cH:33][cH:34]3)[cH:28]2)[cH:35]1)[CH2:37][CH3:38].[CH3:1][S:2]([OH:3])(=[O:4])=[O:5].[CH3:39][CH2:40][OH:41]>>[CH2:6]([CH3:7])[N:8]([CH2:9][CH2:10][O:11][c:12]1[cH:13][cH:14][c:15]([OH:36])[c:16]([C:17](=[O:18])[NH:19][c:20]2[c:21]([C:22](=[O:23])[OH:24])[cH:25][cH:26][c:27](-[c:29]3[cH:30][cH:31][cH:32][cH:33][cH:34]3)[cH:28]2)[cH:35]1)[CH2:37][CH3:38].[CH3:1][S:2](=[O:3])(=[O:4])[OH:5]. Starting materials: N#CCc1ccccc1Br, O=C(O)c1ccc(B(O)O)cc1, O=C([O-])[O-], C1COCCO1, [K+], [K+], O, Cl[Pd]Cl, c1ccc(P(c2ccccc2)c2ccccc2)cc1, c1ccc(P(c2ccccc2)c2ccccc2)cc1. Product: N#CCc1ccccc1-c1ccc(C(=O)O)cc1. RXN SMILES: [Br:1][c:2]1[c:3]([CH2:8][C:9]#[N:10])[cH:4][cH:5][cH:6][cH:7]1.[C:11](=[O:12])([OH:13])[c:14]1[cH:15][cH:16][c:17]([B:20]([OH:21])[OH:22])[cH:18][cH:19]1.[C:23](=[O:24])([O-:25])[O-:26].[CH2:30]1[O:31][CH2:32][CH2:33][O:34][CH2:35]1.[K+:27].[K+:28].[OH2:29].[Pd:36]([Cl:37])[Cl:38].[c:39]1([P:40]([c:41]2[cH:42][cH:43][cH:44][cH:45][cH:46]2)[c:47]2[cH:48][cH:49][cH:50][cH:51][cH:52]2)[cH:53][cH:54][cH:55][cH:56][cH:57]1.[c:58]1([P:59]([c:60]2[cH:61][cH:62][cH:63][cH:64][cH:65]2)[c:66]2[cH:67][cH:68][cH:69][cH:70][cH:71]2)[cH:72][cH:73][cH:74][cH:75][cH:76]1>>[c:2]1(-[c:17]2[cH:16][cH:15][c:14]([C:11](=[O:12])[OH:13])[cH:19][cH:18]2)[c:3]([CH2:8][C:9]#[N:10])[cH:4][cH:5][cH:6][cH:7]1.